From a dataset of the Open Reaction Database (ORD), a public repository of structured organic reaction records. describe an organic reaction: reactants, conditions, products, and yield Starting materials: CCC(C)C1=CC2C(C1)CC2(CN)C(C(=O)[O-])C(C)(C)C, CCOC(C)=O, Cl. Product: CCC(C)C1=CC2C(C1)CC2(CN)CC(=O)O. As a reaction SMILES: [C:1]([CH3:2])([CH3:3])([CH3:4])[CH:5]([C:6](=[O:7])[O-:8])[C:9]1([CH2:20][NH2:21])[CH:10]2[CH:11]=[C:12]([CH:16]([CH3:17])[CH2:18][CH3:19])[CH2:13][CH:14]2[CH2:15]1.[C:22]([O:23][CH2:24][CH3:25])(=[O:26])[CH3:27].[ClH:28]>>[CH2:5]([C:6](=[O:7])[OH:8])[C:9]1([CH2:20][NH2:21])[CH:10]2[CH:11]=[C:12]([CH:16]([CH3:17])[CH2:18][CH3:19])[CH2:13][CH:14]2[CH2:15]1. Reactants: CO, CCNCC(CC(=O)OC(C)(C)C)Nc1ccc(C#N)c(Cl)c1, Cl, [K+], [K+], O=C([O-])[O-]. Product: CCN1CC(Nc2ccc(C#N)c(Cl)c2)CC1=O. Reaction SMILES: [CH3:31][OH:32].[Cl:1][c:2]1[cH:3][c:4]([NH:10][CH:11]([CH2:12][C:13](=[O:14])[O:15][C:16]([CH3:17])([CH3:18])[CH3:19])[CH2:20][NH:21][CH2:22][CH3:23])[cH:5][cH:6][c:7]1[C:8]#[N:9].[ClH:24].[K+:25].[K+:26].[O-:27][C:28]([O-:29])=[O:30]>>[Cl:1][c:2]1[cH:3][c:4]([NH:10][CH:11]2[CH2:12][C:13](=[O:14])[N:21]([CH2:22][CH3:23])[CH2:20]2)[cH:5][cH:6][c:7]1[C:8]#[N:9]. Starting materials: CCBr, Cc1ccc(C=O)o1, [Cl-], I, [Mg], [NH4+], C1CCOC1. Yields the product CCC(O)c1ccc(C)o1. RXN SMILES: [CH2:3]([CH3:4])[Br:5].[CH3:6][c:7]1[cH:8][cH:9][c:10]([CH:12]=[O:13])[o:11]1.[Cl-:14].[I:1].[Mg:2].[NH4+:15].[O:16]1[CH2:17][CH2:18][CH2:19][CH2:20]1>>[CH2:3]([CH3:4])[CH:12]([c:10]1[cH:9][cH:8][c:7]([CH3:6])[o:11]1)[OH:13]. Starting materials: CCOC(C)=O, CS(=O)(=O)OCCCn1cccc1CC#N, CCCCCC, CC#N, [I-], [Na+], O. Product: N#CCc1cccn1CCCI. As a reaction SMILES: [C:19]([O:20][CH2:21][CH3:22])(=[O:23])[CH3:24].[CH3:1][S:2]([O:3][CH2:6][CH2:7][CH2:8][n:9]1[c:10]([CH2:14][C:15]#[N:16])[cH:11][cH:12][cH:13]1)(=[O:4])=[O:5].[CH3:25][CH2:26][CH2:27][CH2:28][CH2:29][CH3:30].[CH3:32][C:33]#[N:34].[I-:18].[Na+:17].[OH2:31]>>[CH2:6]([CH2:7][CH2:8][n:9]1[c:10]([CH2:14][C:15]#[N:16])[cH:11][cH:12][cH:13]1)[I:18]. The reagents and catalysts are N1(CCCC1)C1=CC=NC=C1 (4-pyrrolidinopyridine). Reactants: C(CCCCC)C1=CC=C(C=C1)C=1SC(=CN1)C1=CC=C(C=C1)O (2-(4-hexylphenyl)-5-(4-hydroxyphenyl)-1,3-thiazole), C(=C)CC(=O)O (vinylacetic acid), C1(CCCCC1)N=C=NC1CCCCC1 (N,N'-dicyclohexylcarbodiimide). Yield: 80.3%. Run at time 5 hour. The solvent is ClCCl (dichloromethane). Reaction SMILES: [CH2:1]([C:7]1[CH:12]=[CH:11][C:10]([C:13]2[S:14][C:15]([C:18]3[CH:23]=[CH:22][C:21]([OH:24])=[CH:20][CH:19]=3)=[CH:16][N:17]=2)=[CH:9][CH:8]=1)[CH2:2][CH2:3][CH2:4][CH2:5][CH3:6].[CH:25]([CH2:27][C:28](O)=[O:29])=[CH2:26].C1(N=C=NC2CCCCC2)CCCCC1>N1(C2C=CN=CC=2)CCCC1.ClCCl>[CH2:1]([C:7]1[CH:8]=[CH:9][C:10]([C:13]2[S:14][C:15]([C:18]3[CH:19]=[CH:20][C:21]([O:24][C:28]([CH2:27][CH:25]=[CH2:26])=[O:29])=[CH:22][CH:23]=3)=[CH:16][N:17]=2)=[CH:11][CH:12]=1)[CH2:2][CH2:3][CH2:4][CH2:5][CH3:6]. Procedure details: 30 ml of dichloromethane was added to 2.0 g (5.93 mM) of 2-(4-hexylphenyl)-5-(4-hydroxyphenyl)-1,3-thiazole and 0.52 g (6.16 mM) of vinylacetic acid, followed by stirring at room temperature to the mixture, 1.21 g (5.86 mM) of N,N'-dicyclohexylcarbodiimide (DCC) and 0.02 g of 4-pyrrolidinopyridine were added, followed by stirring for 5 hours at room temperature. The resultant dicyclohexylurea was recovered by filtration, followed by washing with dichloromethane to be added to the filtrate. The r... Yields the product C(CCCCC)C1=CC=C(C=C1)C=1SC(=CN1)C1=CC=C(C=C1)OC(=O)CC=C (2-(4-hexylphenyl)-5-(4-allylcarbonyloxyphenyl)-1,3-thiazole).